This data is from the Open Reaction Database (ORD), a public repository of structured organic reaction records. The task is: describe an organic reaction: reactants, conditions, products, and yield Reactants: ClC1=C2C=C(N(C2=C(C=C1)OCC1=CC=C(C=C1)CN(C)C)C)C(=O)OCC (ethyl 4-chloro-7-[4-(dimethylaminomethyl)benzyloxy]-1-methyl-2-indolecarboxylate), Cl.NC(=N)N (guanidine hydrochloride), C[O-].[Na+] (sodium methoxide). Run in CO (methanol). The product is Cl.Cl.ClC1=C2C=C(NC2=C(C=C1)OCC1=CC=C(C=C1)CN(C)C)C(=O)N=C(NC)N (4-chloro-7-[4-(dimethylaminomethyl)benzyloxy]-1-methyl-2-indoloylguanidine dihydrochloride). Isolated yield 58.7%. As a reaction SMILES: [Cl:1][C:2]1[CH:10]=[CH:9][C:8]([O:11][CH2:12][C:13]2[CH:18]=[CH:17][C:16]([CH2:19][N:20]([CH3:22])[CH3:21])=[CH:15][CH:14]=2)=[C:7]2[C:3]=1[CH:4]=[C:5]([C:24]([O:26]CC)=O)[N:6]2C.[ClH:29].[NH2:30][C:31]([NH2:33])=[NH:32].[CH3:34][O-].[Na+]>CO>[ClH:1].[ClH:29].[Cl:1][C:2]1[CH:10]=[CH:9][C:8]([O:11][CH2:12][C:13]2[CH:18]=[CH:17][C:16]([CH2:19][N:20]([CH3:22])[CH3:21])=[CH:15][CH:14]=2)=[C:7]2[C:3]=1[CH:4]=[C:5]([C:24]([N:32]=[C:31]([NH2:33])[NH:30][CH3:34])=[O:26])[NH:6]2 |f:1.2,3.4,6.7.8|. Procedure details: The reaction was carried out in a manner similar to Example 186 b) except for using 0.28 g (0.70 mmol) of ethyl 4-chloro-7-[4-(dimethylaminomethyl)benzyloxy]-1-methyl-2-indolecarboxylate, 1.52 g (16.0 mmol) of guanidine hydrochloride, 0.86 g (16.0 mmol) of sodium methoxide and 40 ml of methanol. Thus, 0.10 g (29.3%) of 4-chloro-7-[4-(dimethylaminomethyl)benzyloxy]-1-methyl-2-indoloylguanidine dihydrochloride was obtained. Starting materials: OCCCC=1N=C2N(C=C(C=C2)NC(C2=CC=C(C=C2)OCC2=NC=CC=C2)=O)C1C (N-[2-(3-hydroxypropyl)-3-methylimidazo[1,2-a]pyridin-6-yl]-4-(pyridin-2-ylmethoxy)benzamide), FC1(CNCC1)F (3,3-difluoropyrrolidine). The product is FC1(CN(CC1)CCCC=1N=C2N(C=C(C=C2)NC(C2=CC=C(C=C2)OCC2=NC=CC=C2)=O)C1C)F (N-{2-[3-(3,3-difluoropyrrolidin-1-yl)propyl]-3-methylimidazo[1,2-a]pyridin-6-yl}-4-(pyridin-2-ylmethoxy)benzamide). Yield: 36.8%. RXN SMILES: O[CH2:2][CH2:3][CH2:4][C:5]1[N:6]=[C:7]2[CH:12]=[CH:11][C:10]([NH:13][C:14](=[O:29])[C:15]3[CH:20]=[CH:19][C:18]([O:21][CH2:22][C:23]4[CH:28]=[CH:27][CH:26]=[CH:25][N:24]=4)=[CH:17][CH:16]=3)=[CH:9][N:8]2[C:30]=1[CH3:31].[F:32][C:33]1([F:38])[CH2:37][CH2:36][NH:35][CH2:34]1>>[F:32][C:33]1([F:38])[CH2:37][CH2:36][N:35]([CH2:2][CH2:3][CH2:4][C:5]2[N:6]=[C:7]3[CH:12]=[CH:11][C:10]([NH:13][C:14](=[O:29])[C:15]4[CH:20]=[CH:19][C:18]([O:21][CH2:22][C:23]5[CH:28]=[CH:27][CH:26]=[CH:25][N:24]=5)=[CH:17][CH:16]=4)=[CH:9][N:8]3[C:30]=2[CH3:31])[CH2:34]1. Procedure details: The compound (25.0 mg) obtained in Example 14 and 3,3-difluoropyrrolidine (3.4 mg) were processed in the same manner as in Example 19 to obtain the entitled compound (5.9 mg). The reactants are C(C1=CC=CC=C1)[C@H](C(=O)OCC1=CC=CC=C1)CC(=O)N1C[C@H]2CCCC[C@H]2C1 (benzyl (S)-2-benzyl-3-(cis-hexahydro-2-isoindolinylcarbonyl)propionate). The reagents and catalysts are [Pd] (Pd-C). The solvent is C(C)(=O)OCC (ethyl acetate). Conditions: time 16 hour. Product: C(C1=CC=CC=C1)[C@H](C(=O)O)CC(=O)N1C[C@H]2CCCC[C@H]2C1 ((S)-2-benzyl-3-(cis-hexahydro-2-isoindolinylcarbonyl)propionic acid). Isolated yield 73.0%. Reaction SMILES: [CH2:1]([C@@H:8]([CH2:19][C:20]([N:22]1[CH2:30][C@H:29]2[C@H:24]([CH2:25][CH2:26][CH2:27][CH2:28]2)[CH2:23]1)=[O:21])[C:9]([O:11]CC1C=CC=CC=1)=[O:10])[C:2]1[CH:7]=[CH:6][CH:5]=[CH:4][CH:3]=1>C(OCC)(=O)C.[Pd]>[CH2:1]([C@@H:8]([CH2:19][C:20]([N:22]1[CH2:23][C@H:24]2[C@H:29]([CH2:28][CH2:27][CH2:26][CH2:25]2)[CH2:30]1)=[O:21])[C:9]([OH:11])=[O:10])[C:2]1[CH:3]=[CH:4][CH:5]=[CH:6][CH:7]=1. Procedure: To a solution of benzyl (S)-2-benzyl-3-(cis-hexahydro-2-isoindolinylcarbonyl)propionate (400 mg) in ethyl acetate (3 ml) was added 10% Pd-C (60 mg) and the mixture was hydrogenolyzed at room temperature and atmospheric pressure for 16 hours. After the catalyst was filtered off, the solvent was evaporated under reduced pressure to give 227 mg of (S)-2-benzyl-3-(cis-hexahydro-2-isoindolinylcarbonyl)propionic acid as a colorless viscous oil.